This data is from the Open Reaction Database (ORD), a public repository of structured organic reaction records. The task is: describe an organic reaction: reactants, conditions, products, and yield The reactants are CCO, COC(=O)c1c(-c2ccccc2)c2cc(Br)ccc2c(=O)n1Cc1ccc2c(c1)OCO2, Cc1ccccc1, [Na+], [Na+], O=C([O-])[O-], O, c1ccc(P(c2ccccc2)(c2ccccc2)[Pd](P(c2ccccc2)(c2ccccc2)c2ccccc2)(P(c2ccccc2)(c2ccccc2)c2ccccc2)P(c2ccccc2)(c2ccccc2)c2ccccc2)cc1, OB(O)c1ccsc1. Product: COC(=O)c1c(-c2ccccc2)c2cc(-c3ccsc3)ccc2c(=O)n1Cc1ccc2c(c1)OCO2. RXN SMILES: [CH3:132][CH2:133][OH:134].[CH3:1][O:2][C:3](=[O:4])[c:5]1[n:6]([CH2:23][c:24]2[cH:25][c:26]3[c:27]([cH:31][cH:32]2)[O:28][CH2:29][O:30]3)[c:7](=[O:22])[c:8]2[cH:9][cH:10][c:11]([Br:21])[cH:12][c:13]2[c:14]1-[c:15]1[cH:16][cH:17][cH:18][cH:19][cH:20]1.[CH3:41][c:42]1[cH:43][cH:44][cH:45][cH:46][cH:47]1.[Na+:48].[Na+:49].[O-:50][C:51](=[O:52])[O-:53].[OH2:131].[cH:54]1[cH:55][cH:56][c:57]([P:58]([Pd:59]([P:60]([c:61]2[cH:62][cH:63][cH:64][cH:65][cH:66]2)([c:67]2[cH:68][cH:69][cH:70][cH:71][cH:72]2)[c:73]2[cH:74][cH:75][cH:76][cH:77][cH:78]2)([P:79]([c:80]2[cH:81][cH:82][cH:83][cH:84][cH:85]2)([c:86]2[cH:87][cH:88][cH:89][cH:90][cH:91]2)[c:92]2[cH:93][cH:94][cH:95][cH:96][cH:97]2)[P:98]([c:99]2[cH:100][cH:101][cH:102][cH:103][cH:104]2)([c:105]2[cH:106][cH:107][cH:108][cH:109][cH:110]2)[c:111]2[cH:112][cH:113][cH:114][cH:115][cH:116]2)([c:117]2[cH:118][cH:119][cH:120][cH:121][cH:122]2)[c:123]2[cH:124][cH:125][cH:126][cH:127][cH:128]2)[cH:129][cH:130]1.[s:33]1[cH:34][c:35]([B:38]([OH:39])[OH:40])[cH:36][cH:37]1>>[CH3:1][O:2][C:3](=[O:4])[c:5]1[n:6]([CH2:23][c:24]2[cH:25][c:26]3[c:27]([cH:31][cH:32]2)[O:28][CH2:29][O:30]3)[c:7](=[O:22])[c:8]2[cH:9][cH:10][c:11](-[c:35]3[cH:34][s:33][cH:37][cH:36]3)[cH:12][c:13]2[c:14]1-[c:15]1[cH:16][cH:17][cH:18][cH:19][cH:20]1. The reactants are BrC1=CC=CC2=CC=CC=C12 (1-Bromonaphthalene), [N+](=O)([O-])C1=CC=C(C=C1)S (4-nitrothiophenol), C([O-])([O-])=O.[K+].[K+] (potassium carbonate), cuprous chloride. Reagents/catalysts: [Cu] (copper bronze). Run in N1=CC=CC=C1 (pyridine). Product: [N+](=O)([O-])C1=CC=C(C=C1)SC1=CC=CC2=CC=CC=C12 (1-(4-nitrophenylthio)naphthalene). The yield is 35.5%. RXN SMILES: Br[C:2]1[C:11]2[C:6](=[CH:7][CH:8]=[CH:9][CH:10]=2)[CH:5]=[CH:4][CH:3]=1.[N+:12]([C:15]1[CH:20]=[CH:19][C:18]([SH:21])=[CH:17][CH:16]=1)([O-:14])=[O:13].C(=O)([O-])[O-].[K+].[K+]>N1C=CC=CC=1.[Cu]>[N+:12]([C:15]1[CH:20]=[CH:19][C:18]([S:21][C:2]2[C:11]3[C:6](=[CH:7][CH:8]=[CH:9][CH:10]=3)[CH:5]=[CH:4][CH:3]=2)=[CH:17][CH:16]=1)([O-:14])=[O:13] |f:2.3.4|. Procedure details: 1-Bromonaphthalene (0.15 mole, 31.0 g),4-nitrothiophenol 0.11 mole, 17.0 g), potassium carbonate (0.15 moles, 20.7 g), copper bronze (0.3 moles, 18.9 g) and cuprous chloride (0.06 moles, 6.0 g) were refluxed in 500 ml pyridine for 3 days. The reaction was filtered while hot, and then concentrated. Ethyl acetate was added and the solution washed with water and 5N HCl, dried over sodium sulfate and concentrated. The product was purified twice by HPLC over silica gel eluted with 20% ethyl acetate/h... Reactants: [OH-].[Na+] (NaOH), ClC1=CC2=C(C(=NO2)C=2C(=NC(=CC2)OC2=CC=C(C=C2)Cl)CCC)C=C1O[C@H](C(=O)OC)C (Methyl (2S)-2-({6-chloro-3-[6-(4-chlorophenoxy)-2-propylpyridin-3-yl]-1,2-benzisoxazol-5-yl}oxy)propanoate), C(C)(=O)O (acetic acid). Run in CO (methanol), CO (methanol). Yields the product ClC1=CC2=C(C(=NO2)C=2C(=NC(=CC2)OC2=CC=C(C=C2)Cl)CCC)C=C1O[C@H](C(=O)O)C ((2S)-2-({6-chloro-3-[6-(4-chlorophenoxy)-2-propylpyridin-3-yl]-1,2-benzisoxazol-5-yl}oxy)propanoic acid). As a reaction SMILES: [Cl:1][C:2]1[C:27]([O:28][C@@H:29]([CH3:34])[C:30]([O:32]C)=[O:31])=[CH:26][C:5]2[C:6]([C:9]3[C:10]([CH2:23][CH2:24][CH3:25])=[N:11][C:12]([O:15][C:16]4[CH:21]=[CH:20][C:19]([Cl:22])=[CH:18][CH:17]=4)=[CH:13][CH:14]=3)=[N:7][O:8][C:4]=2[CH:3]=1.[OH-].[Na+].C(O)(=O)C>CO>[Cl:1][C:2]1[C:27]([O:28][C@@H:29]([CH3:34])[C:30]([OH:32])=[O:31])=[CH:26][C:5]2[C:6]([C:9]3[C:10]([CH2:23][CH2:24][CH3:25])=[N:11][C:12]([O:15][C:16]4[CH:17]=[CH:18][C:19]([Cl:22])=[CH:20][CH:21]=4)=[CH:13][CH:14]=3)=[N:7][O:8][C:4]=2[CH:3]=1 |f:1.2|. Reported procedure: The ester from Step 1 (2.3 g, 4.5 mmol) was dissolved in methanol (45 mL) and treated with 2 N NaOH (4.5 mL, 9.0 mmol) at room temperature for 1 h. The reaction mixture was acidified with acetic acid (2.0 mL) and methanol was removed under reduced pressure. The residue was taken up in ethyl acetate and the resulting solution was washed with brine and dried over MgSO4. After removal of the solvent, the crude acid was recrystallized in ether-hexane (1:10) to give the title product as a white solid... Reactants: C(C)OC(C=C(C)OC1=CC(=CC=C1)C(F)(F)F)=O (3-(3-trifluoromethyl-phenoxy)-but-2-enoic acid ethyl ester), BrN1C(CCC1=O)=O (N-bromosuccinimide), C(C1=CC=CC=C1)(=O)OOC(C1=CC=CC=C1)=O (benzoyl peroxide). Reaction conditions: temperature 25 celsius. Solvent: C(Cl)(Cl)(Cl)Cl (carbon tetrachloride). Reaction SMILES: [CH2:1]([O:3][C:4](=[O:19])[CH:5]=[C:6]([O:8][C:9]1[CH:14]=[CH:13][CH:12]=[C:11]([C:15]([F:18])([F:17])[F:16])[CH:10]=1)[CH3:7])[CH3:2].[Br:20]N1C(=O)CCC1=O.C(OOC(=O)C1C=CC=CC=1)(=O)C1C=CC=CC=1>C(Cl)(Cl)(Cl)Cl>[CH2:1]([O:3][C:4](=[O:19])[CH:5]=[C:6]([O:8][C:9]1[CH:14]=[CH:13][CH:12]=[C:11]([C:15]([F:16])([F:18])[F:17])[CH:10]=1)[CH2:7][Br:20])[CH3:2]. Procedure details: A solution of 3-(3-trifluoromethyl-phenoxy)-but-2-enoic acid ethyl ester (1.31 g, 4.77 mmol) in carbon tetrachloride (25 mL) was treated with N-bromosuccinimide (0.94 g, 5.28 mmol) and benzoyl peroxide (0.12 g). The reaction was then warmed to reflux for 5 h. At this time, the reaction was cooled to 25° C. and then placed in the freezer over the weekend. At this time, the reaction was removed from the freezer and allowed to thaw. The resulting precipitate was removed by filtration. The filtrate ... Yield: 83.1%. The product is C(C)OC(C=C(CBr)OC1=CC(=CC=C1)C(F)(F)F)=O (4-bromo-3-(3-trifluoromethyl-phenoxy)-but-2-enoic acid ethyl ester).